Dataset: the Open Reaction Database (ORD), a public repository of structured organic reaction records. Task: describe an organic reaction: reactants, conditions, products, and yield The reactants are CCO, O, NS(=O)(=O)c1ccc(NC(=O)CNc2ccccc2)c(Cl)c1. The product is NS(=O)(=O)c1ccc(N2CN(c3ccccc3)CC2=O)c(Cl)c1. Reaction SMILES: [CH3:23][CH2:24][OH:25].[OH2:26].[c:1]1([NH:7][CH2:8][C:9](=[O:10])[NH:11][c:12]2[c:13]([Cl:22])[cH:14][c:15]([S:18]([NH2:19])(=[O:20])=[O:21])[cH:16][cH:17]2)[cH:2][cH:3][cH:4][cH:5][cH:6]1>>[c:1]1([N:7]2[CH2:8][C:9](=[O:10])[N:11]([c:12]3[c:13]([Cl:22])[cH:14][c:15]([S:18]([NH2:19])(=[O:20])=[O:21])[cH:16][cH:17]3)[CH2:23]2)[cH:2][cH:3][cH:4][cH:5][cH:6]1. Starting materials: C(CCC)NCCCC (di-n-butylamine), ClC1=CC=C(C(=O)O)C=C1S(=O)(=O)Cl (4-chloro-5-chlorosulfonylbenzoic acid). The solvent is C(Cl)Cl (methylene chloride). Run at time 3 hour. Yields the product ClC1=CC=C(C(=O)O)C=C1S(N(CCCC)CCCC)(=O)=O (4-Chloro-5-di-n-butylsulfamylbenzoic Acid). Reaction SMILES: [CH2:1]([NH:5][CH2:6][CH2:7][CH2:8][CH3:9])[CH2:2][CH2:3][CH3:4].[Cl:10][C:11]1[C:19]([S:20](Cl)(=[O:22])=[O:21])=[CH:18][C:14]([C:15]([OH:17])=[O:16])=[CH:13][CH:12]=1>C(Cl)Cl>[Cl:10][C:11]1[C:19]([S:20](=[O:22])(=[O:21])[N:5]([CH2:6][CH2:7][CH2:8][CH3:9])[CH2:1][CH2:2][CH2:3][CH3:4])=[CH:18][C:14]([C:15]([OH:17])=[O:16])=[CH:13][CH:12]=1. Procedure details: To a solution of 3.9 g. (0.03 mole) of di-n-butylamine in 15 ml. of methylene chloride is added 2.5 g. (0.01 mole) of 4-chloro-5-chlorosulfonylbenzoic acid (J. Pharm. Pharmacol., 683 (1962), and the resulting reaction mixture allowed to stir at room temperature for 3 hrs. The solvent is removed under reduced pressure and the residue partitioned between 1 N sodium hydroxide and diethyl ether. The aqueous phase is separated, acidified with 12 N hydrochloric acid and the precipitated solid filtered... The reactants are Cl (hydrochloric acid), ClC1=CC=C(C=C1)C(CC(=O)OCC)C1=CNC2=C(C=CC=C12)CSC (Ethyl 3-(4-chlorophenyl)-3-{7-[(methylsulfanyl)methyl]-1H-indol-3-yl}propanoate), solution, [H-].[Al+3].[Li+].[H-].[H-].[H-] (lithium aluminum hydride). Run in O1CCCC1 (tetrahydrofuran), O1CCCC1 (tetrahydrofuran), O1CCCC1 (tetrahydrofuran). Conditions: time 15 minute. Yields the product ClC1=CC=C(C=C1)C(CCO)C1=CNC2=C(C=CC=C12)CSC (3-(4-Chlorophenyl)-3-{7-[(methylsulfanyl)methyl]-1H-indol-3-yl}propan-1-ol). As a reaction SMILES: [Cl:1][C:2]1[CH:7]=[CH:6][C:5]([CH:8]([C:15]2[C:23]3[C:18](=[C:19]([CH2:24][S:25][CH3:26])[CH:20]=[CH:21][CH:22]=3)[NH:17][CH:16]=2)[CH2:9][C:10](OCC)=[O:11])=[CH:4][CH:3]=1.[H-].[Al+3].[Li+].[H-].[H-].[H-].Cl>O1CCCC1>[Cl:1][C:2]1[CH:3]=[CH:4][C:5]([CH:8]([C:15]2[C:23]3[C:18](=[C:19]([CH2:24][S:25][CH3:26])[CH:20]=[CH:21][CH:22]=3)[NH:17][CH:16]=2)[CH2:9][CH2:10][OH:11])=[CH:6][CH:7]=1 |f:1.2.3.4.5.6|. Procedure: A solution of 6.68 g (17.2 mmol) of the compound from Example 29A in 100 ml of tetrahydrofuran was added dropwise to 60 ml (60 mmol) of a 1N solution of lithium aluminum hydride in tetrahydrofuran under argon in 300 ml of tetrahydrofuran at RT. The mixture was stirred at RT for 15 min and then, while cooling in ice, 1N hydrochloric acid was added. The mixture was extracted with ethyl acetate, and the organic phase was dried over magnesium sulfate, filtered and concentrated. The residue was purif... Reactants: OS(=O)(=O)O (H2SO4), N1(N=NN=C1)CCCCC(=O)Cl (5-(tetrazol-1-yl)-valeric acid chloride), solution, N1=CC=CC=C1 (pyridine), S (H2S). The solvent is C(Cl)(Cl)Cl (chloroform), C(Cl)Cl (methylene chloride), C(Cl)Cl (methylene chloride). Conditions: time 1 hour. The product is N1(N=NN=C1)CCCCC(=S)O (5-(tetrazol-1-yl)-thiovaleric acid). Reaction SMILES: [N:1]1([CH2:6][CH2:7][CH2:8][CH2:9][C:10](Cl)=[O:11])[CH:5]=[N:4][N:3]=[N:2]1.N1C=CC=CC=1.S.O[S:21](O)(=O)=O>C(Cl)Cl.C(Cl)(Cl)Cl>[N:1]1([CH2:6][CH2:7][CH2:8][CH2:9][C:10]([OH:11])=[S:21])[CH:5]=[N:4][N:3]=[N:2]1. Procedure details: 5 g of 5-(tetrazol-1-yl)-valeric acid chloride are dissolved in 4.5 ml of absolute methylene chloride and, at 0°, this solution is added dropwise to 35.5 ml of a solution of pyridine and H2S in methylene chloride (30 ml of pyridine and 6 g of H2S in 100 ml of methylene chloride). The mixture is then stirred at 0° under a nitrogen atmosphere for 1 hour. The reaction mixture is taken up in chloroform, and the aqueous phase is acidified to pH 2 with 2N H2SO4 and extracted twice with chloroform. The... Reactants: C1=COCCC1, O=[N+]([O-])c1cccc(O)c1O, Cc1ccc(S(=O)(=O)O)cc1, c1ccccc1. Yields the product O=[N+]([O-])c1cccc(OC2CCCCO2)c1O. Reaction SMILES: [O:12]1[CH2:13][CH2:14][CH2:15][CH:16]=[CH:17]1.[OH:18][c:19]1[c:20]([N+:26](=[O:27])[O-:28])[cH:21][cH:22][cH:23][c:24]1[OH:25].[c:1]1([CH3:2])[cH:3][cH:4][c:5]([S:6]([OH:7])(=[O:8])=[O:9])[cH:10][cH:11]1.[cH:29]1[cH:30][cH:31][cH:32][cH:33][cH:34]1>>[O:12]1[CH2:13][CH2:14][CH2:15][CH2:16][CH:17]1[O:25][c:24]1[c:19]([OH:18])[c:20]([N+:26](=[O:27])[O-:28])[cH:21][cH:22][cH:23]1. Starting materials: C(C)(C)(C)OC(C(C)(C)SC=1SC=C(N1)CCN(C1=NC=C(C=N1)N1CCOCC1)CCCCCCC)=O (2-[(4-{2-[heptyl(5-morpholin-4-ylpyrimidin-2-yl)amino]ethyl}-1,3-thiazol-2-yl)thio]-2-methylpropionic acid tert-butyl ester), FC(C(=O)O)(F)F (trifluoroacetic acid). Run in ClCCl (dichloromethane). Conditions: time 20 hour. Product: C(CCCCCC)N(CCC=1N=C(SC1)SC(C(=O)O)(C)C)C1=NC=C(C=N1)N1CCOCC1 (2-[(4-{2-[heptyl(5-morpholin-4-ylpyrimidin-2-yl)amino]ethyl}-1,3-thiazol-2-yl)thio]-2-methylpropionic acid). Yield: 46.9%. Reaction SMILES: C([O:5][C:6](=[O:38])[C:7]([S:10][C:11]1[S:12][CH:13]=[C:14]([CH2:16][CH2:17][N:18]([CH2:31][CH2:32][CH2:33][CH2:34][CH2:35][CH2:36][CH3:37])[C:19]2[N:24]=[CH:23][C:22]([N:25]3[CH2:30][CH2:29][O:28][CH2:27][CH2:26]3)=[CH:21][N:20]=2)[N:15]=1)([CH3:9])[CH3:8])(C)(C)C.FC(F)(F)C(O)=O>ClCCl>[CH2:31]([N:18]([C:19]1[N:20]=[CH:21][C:22]([N:25]2[CH2:26][CH2:27][O:28][CH2:29][CH2:30]2)=[CH:23][N:24]=1)[CH2:17][CH2:16][C:14]1[N:15]=[C:11]([S:10][C:7]([CH3:8])([CH3:9])[C:6]([OH:38])=[O:5])[S:12][CH:13]=1)[CH2:32][CH2:33][CH2:34][CH2:35][CH2:36][CH3:37]. Procedure details: 2-[(4-{2-[Heptyl(5-morpholin-4-ylpyrimidin-2-yl)amino]ethyl}-1,3-thiazol-2-yl)thio]-2-methylpropionic acid tert-butyl ester (710 mg) obtained in Example 442-2 was dissolved in dichloromethane (4 mL), trifluoroacetic acid (4 mL) was added, and the mixture was stirred at room temperature for 20 hr. The reaction mixture was concentrated under reduced pressure, ethyl acetate was added, and the mixture was washed with saturated aqueous sodium hydrogen carbonate solution (at this time point, the objec... Reactants: O=C(NC1C(=O)NC1OCCBr)OCc1ccccc1, CS(C)=O, CCOC(C)=O, [K+], [K+], O=C([O-])[O-]. Yields the product O=C(NC1C(=O)N2CCOC12)OCc1ccccc1. RXN SMILES: [CH2:1]([c:2]1[cH:3][cH:4][cH:5][cH:6][cH:7]1)[O:8][C:9](=[O:10])[NH:11][CH:12]1[C:13](=[O:20])[NH:14][CH:15]1[O:16][CH2:17][CH2:18][Br:19].[CH3:27][S:28]([CH3:29])=[O:30].[CH3:31][CH2:32][O:33][C:34](=[O:35])[CH3:36].[K+:21].[K+:22].[O-:23][C:24]([O-:25])=[O:26]>>[CH2:1]([c:2]1[cH:3][cH:4][cH:5][cH:6][cH:7]1)[O:8][C:9](=[O:10])[NH:11][CH:12]1[C:13](=[O:20])[N:14]2[CH:15]1[O:16][CH2:17][CH2:18]2. The reactants are O=C1C(CCC1)C(=O)OC (methyl 2-oxocyclopentanecarboxylate), (R,R)-trans-1-[3,5-bis(trifluoromethyl)phenyl]-3-[2-(N,N-dimethylamino)cyclohexyl]thiourea, N(=NC(=O)OCC)C(=O)OCC (diethyl azodicarboxylate). The solvent is C1(=CC=CC=C1)C (toluene). Conditions: time 0.5 hour. Product: C(C)OC(=O)N(NC(=O)OCC)C1(C(CCC1)=O)C(=O)OC (methyl N,N′-bis(ethoxycarbonyl)-1-hydrazino-2-oxocyclopentanecarboxylate). Isolated yield 130.9%. Reaction SMILES: [O:1]=[C:2]1[CH2:6][CH2:5][CH2:4][CH:3]1[C:7]([O:9][CH3:10])=[O:8].[N:11]([C:18]([O:20][CH2:21][CH3:22])=[O:19])=[N:12][C:13]([O:15][CH2:16][CH3:17])=[O:14]>C1(C)C=CC=CC=1>[CH2:16]([O:15][C:13]([N:12]([C:3]1([C:7]([O:9][CH3:10])=[O:8])[CH2:4][CH2:5][CH2:6][C:2]1=[O:1])[NH:11][C:18]([O:20][CH2:21][CH3:22])=[O:19])=[O:14])[CH3:17]. Reported procedure: To a solution of methyl 2-oxocyclopentanecarboxylate (15.6 mg, 0.11 mmol) and (R,R)-trans-1-[3,5-bis(trifluoromethyl)phenyl]-3-[2-(N,N-dimethylamino)cyclohexyl]thiourea (4.1 mg, 0.01 mmol) in toluene (1 mL) was added diethyl azodicarboxylate (45.5 μL, 0.10 mmol) at room temperature. After stirring for 0.5 hr, the reaction mixture was concentrated. The residue was purified by silica gel column (hexane/ethyl acetate=3/1) to give the title compound (41.4 mg, yield: 92%).